Dataset: the Open Reaction Database (ORD), a public repository of structured organic reaction records. Task: describe an organic reaction: reactants, conditions, products, and yield Starting materials: OC(C)C1=C2C=CN(C2=CC=C1)S(=O)(=O)C1=CC=C(C)C=C1 (4-(1-hydroxyethyl)-1-tosyl indole), C(C)I (ethyl iodide), [OH-].[K+] (potassium hydroxide). The reagents and catalysts are S(=O)(=O)(O)[O-].C(CCC)[N+](CCCC)(CCCC)CCCC (tetrabutylammonium hydrogen sulfate). The solvent is C(Cl)Cl (methylene chloride). Run at time 2 hour. The product is C(C)OC(C)C1=C2C=CN(C2=CC=C1)S(=O)(=O)C1=CC=C(C)C=C1 (4-(1-ethoxyethyl)-1-tosyl indole). Yield: 65.5%. RXN SMILES: [OH:1][CH:2]([C:4]1[CH:12]=[CH:11][CH:10]=[C:9]2[C:5]=1[CH:6]=[CH:7][N:8]2[S:13]([C:16]1[CH:22]=[CH:21][C:19]([CH3:20])=[CH:18][CH:17]=1)(=[O:15])=[O:14])[CH3:3].[CH2:23](I)[CH3:24].[OH-].[K+]>C(Cl)Cl.S([O-])(O)(=O)=O.C([N+](CCCC)(CCCC)CCCC)CCC>[CH2:23]([O:1][CH:2]([C:4]1[CH:12]=[CH:11][CH:10]=[C:9]2[C:5]=1[CH:6]=[CH:7][N:8]2[S:13]([C:16]1[CH:17]=[CH:18][C:19]([CH3:20])=[CH:21][CH:22]=1)(=[O:15])=[O:14])[CH3:3])[CH3:24] |f:2.3,5.6|. Procedure: 11.9 g (37.8 mmol) of 4-(1-hydroxyethyl)-1-tosyl indole in 150 ml of methylene chloride was mixed at room temperature under argon with 13.3 g (85 mmol) of ethyl iodide, 6.7 g of tetrabutylammonium hydrogen sulfate and 6.7 g (119.3 mmol) of pulverized potassium hydroxide one after the other. The solution was stirred for 2 hours. After filtration over silica gel, the solution was again mixed with equal amounts of ethyl iodide, tetrabutylammonium hydrogen sulfate and potassium hydrogen oxide. The r... Starting materials: O=Cc1ccc2occ(Br)c2c1, O=C1CSC(=O)N1. The product is O=C1NC(=O)C(=Cc2ccc3occ(Br)c3c2)S1. Reaction SMILES: [Br:1][c:2]1[cH:3][o:4][c:5]2[c:6]1[cH:7][c:8]([CH:11]=[O:12])[cH:9][cH:10]2.[O:13]=[C:14]1[CH2:15][S:16][C:17](=[O:18])[NH:19]1>>[Br:1][c:2]1[cH:3][o:4][c:5]2[c:6]1[cH:7][c:8]([CH:11]=[C:15]1[C:14](=[O:13])[NH:19][C:17](=[O:18])[S:16]1)[cH:9][cH:10]2. The reactants are [H-].[Na+] (sodium hydride), O (water), FC1=CC2=C(CN(S(N2)(=O)=O)C(C)C)C=C1 (3,4-dihydro-7-fluoro-3-(1-methylethyl)-1H-2,1,3-benzothiadiazine-2,2-dioxide), BrCCCl (1-bromo-2-chloroethane). Run in CN(C)C=O (DMF), CN(C)C=O (DMF). Reaction conditions: time 8 hour. The product is ClCCN1S(N(CC2=C1C=C(C=C2)F)C(C)C)(=O)=O (1-(2-chloroethyl)-3,4-dihydro-7-fluoro-3-(1-methylethyl)-1H-2,1,3-benzothiadiazine-2,2-dioxide). RXN SMILES: [F:1][C:2]1[CH:16]=[CH:15][C:5]2[CH2:6][N:7]([CH:12]([CH3:14])[CH3:13])[S:8](=[O:11])(=[O:10])[NH:9][C:4]=2[CH:3]=1.[H-].[Na+].Br[CH2:20][CH2:21][Cl:22].O>CN(C=O)C>[Cl:22][CH2:21][CH2:20][N:9]1[C:4]2[CH:3]=[C:2]([F:1])[CH:16]=[CH:15][C:5]=2[CH2:6][N:7]([CH:12]([CH3:14])[CH3:13])[S:8]1(=[O:11])=[O:10] |f:1.2|. Reported procedure: A solution of 3,4-dihydro-7-fluoro-3-(1-methylethyl)-1H-2,1,3-benzothiadiazine-2,2-dioxide(1.48 g, 6.07 mmol) in dry DMF (15 ml) was added via a cannula to a flask containing sodium hydride (175 mg, 7.28 mmol) and DMF (2 ml) in Argon atmosphere, and stirred for 2 hours at room temperature when 1-bromo-2-chloroethane (7.28 mmol, 605 μl) was added dropwise. The mixture was stirred overnight at room temperature and water (75 ml) added. The product was extracted with EtOAc (3×50 ml) and the combined... The reactants are [B+3], N#Cc1cc2c3c(cccc3c1N1CCCC1)C(=O)N(OCc1ccccc1)C2=O, O=C([O-])C(F)(F)F, O=C([O-])C(F)(F)F, O=C([O-])C(F)(F)F, O=C(O)C(F)(F)F. Product: N#Cc1cc2c3c(cccc3c1N1CCCC1)C(=O)N(O)C2=O. Reaction SMILES: [B+3:52].[CH2:1]([c:2]1[cH:3][cH:4][cH:5][cH:6][cH:7]1)[O:8][N:9]1[C:10](=[O:30])[c:11]2[cH:12][cH:13][cH:14][c:15]3[c:16]2[c:17]([cH:20][c:21]([C:28]#[N:29])[c:22]3[N:23]2[CH2:24][CH2:25][CH2:26][CH2:27]2)[C:18]1=[O:19].[F:31][C:32]([F:33])([F:34])[C:35]([O-:36])=[O:37].[F:38][C:39]([F:40])([F:41])[C:42]([O-:43])=[O:44].[F:45][C:46]([F:47])([F:48])[C:49]([O-:50])=[O:51].[F:53][C:54]([F:55])([F:56])[C:57]([OH:58])=[O:59]>>[OH:8][N:9]1[C:10](=[O:30])[c:11]2[cH:12][cH:13][cH:14][c:15]3[c:16]2[c:17]([cH:20][c:21]([C:28]#[N:29])[c:22]3[N:23]2[CH2:24][CH2:25][CH2:26][CH2:27]2)[C:18]1=[O:19]. Starting materials: COC1=CC=C(CN2C(N(C3=CC=C(C=C3C2)C=2C=C(C(=O)N(C)C3CC3)C=CC2C)C)=O)C=C1 (3-(3-(4-methoxybenzyl)-1-methyl-2-oxo-1,2,3,4-tetrahydroquinazolin-6-yl)-N-cyclopropyl-N,4-dimethylbenzamide), C(#N)C1=C(C(=O)C(=C(C1=O)Cl)Cl)C#N (DDQ). Run in C(=O)(C(F)(F)F)O (TFA). Run at temperature 100 celsius, time 1 hour. Product: C1(CC1)N(C(C1=CC(=C(C=C1)C)C=1C=C2C=NC(N(C2=CC1)C)=O)=O)C (N-cyclopropyl-N,4-dimethyl-3-(1-methyl-2-oxo-1,2-dihydroquinazolin-6-yl)benzamide). As a reaction SMILES: COC1C=CC(C[N:8]2[CH2:17][C:16]3[C:11](=[CH:12][CH:13]=[C:14]([C:18]4[CH:19]=[C:20]([CH:28]=[CH:29][C:30]=4[CH3:31])[C:21]([N:23]([CH:25]4[CH2:27][CH2:26]4)[CH3:24])=[O:22])[CH:15]=3)[N:10]([CH3:32])[C:9]2=[O:33])=CC=1.C(C1C(=O)C(Cl)=C(Cl)C(=O)C=1C#N)#N>C(O)(C(F)(F)F)=O>[CH:25]1([N:23]([CH3:24])[C:21](=[O:22])[C:20]2[CH:28]=[CH:29][C:30]([CH3:31])=[C:18]([C:14]3[CH:15]=[C:16]4[C:11](=[CH:12][CH:13]=3)[N:10]([CH3:32])[C:9](=[O:33])[N:8]=[CH:17]4)[CH:19]=2)[CH2:26][CH2:27]1. Procedure: A solution of 3-(3-(4-methoxybenzyl)-1-methyl-2-oxo-1,2,3,4-tetrahydroquinazolin-6-yl)-N-cyclopropyl-N,4-dimethylbenzamide (0.445 g, 948 μmol) in TFA(4.00 ml) in a microwave reaction vessel was sealed and heated at 100° C. for 20 min under microwave irradiation. After cooling, the mixture was filtered through a short path of Celite and the filter cake was washed with EtOAc (3×10 mL). The mixture was concentrated and the crude product was taken up to a solution of DCM (5.00 ml), treated with DDQ ... Reactants: CC(C)(C)OC(=O)NCCCCNc1c([N+](=O)[O-])c(Cl)nc2ccccc12, CCO, N, Cl[Sn](Cl)(Cl)Cl. Yields the product CC(C)(C)OC(=O)NCCCCNc1c(N)c(Cl)nc2ccccc12. RXN SMILES: [C:1]([CH3:2])([CH3:3])([CH3:4])[O:5][C:6](=[O:7])[NH:8][CH2:9][CH2:10][CH2:11][CH2:12][NH:13][c:14]1[c:15]([N+:25]([O-:26])=[O:27])[c:16]([Cl:24])[n:17][c:18]2[cH:19][cH:20][cH:21][cH:22][c:23]12.[CH3:34][CH2:35][OH:36].[NH3:33].[Sn:28]([Cl:29])([Cl:30])([Cl:31])[Cl:32]>>[C:1]([CH3:2])([CH3:3])([CH3:4])[O:5][C:6](=[O:7])[NH:8][CH2:9][CH2:10][CH2:11][CH2:12][NH:13][c:14]1[c:15]([NH2:25])[c:16]([Cl:24])[n:17][c:18]2[cH:19][cH:20][cH:21][cH:22][c:23]12. The reactants are BrC1=NOC(=C1)CNCCN (N-(3-bromo-5-isoxazolylmethyl)ethylene diamine), [N+](=O)([O-])NC(=N)N (nitroguanidine). Solvent: O (water). Conditions: temperature 80 celsius, time 1 hour. The product is BrC1=NOC(=C1)CN1C(NCC1)=N[N+](=O)[O-] (N-(3-bromo-5-isoxazolylmethyl)-2-nitroimino imidazoline). As a reaction SMILES: [Br:1][C:2]1[CH:6]=[C:5]([CH2:7][NH:8][CH2:9][CH2:10][NH2:11])[O:4][N:3]=1.[N+:12]([NH:15][C:16](N)=N)([O-:14])=[O:13]>O>[Br:1][C:2]1[CH:6]=[C:5]([CH2:7][N:8]2[CH2:9][CH2:10][NH:11][C:16]2=[N:15][N+:12]([O-:14])=[O:13])[O:4][N:3]=1. Procedure: N-(3-bromo-5-isoxazolylmethyl)ethylene diamine (4 g), prepared as described above, and nitroguanidine (2.5 g), were added to water (50 ml) and the reaction mixture stirred at 80° C. for 1 hour. The reaction mixture was partitioned with trichloromethane and the organic layer was separated, washed and dried. Thin layer chromatography showed a single product and was used to recover the product as a colorless solid (2.1 g). Recrystallization gave the title compound as colorless crystals (m.p. 149° C... Starting materials: O=C([O-])[O-], CN(C)C=O, O=C([O-])C(F)(F)Cl, [Cs+], [Cs+], N#Cc1ccc(O)c(F)c1, [Na+]. Yields the product N#Cc1ccc(OC(F)F)c(F)c1. RXN SMILES: [C:11](=[O:12])([O-:13])[O-:14].[CH3:25][N:26]([CH3:27])[CH:28]=[O:29].[Cl:17][C:18]([C:19]([O-:20])=[O:21])([F:22])[F:23].[Cs+:15].[Cs+:16].[F:1][c:2]1[cH:3][c:4]([C:5]#[N:6])[cH:7][cH:8][c:9]1[OH:10].[Na+:24]>>[F:1][c:2]1[cH:3][c:4]([C:5]#[N:6])[cH:7][cH:8][c:9]1[O:10][CH:18]([F:22])[F:23]. Starting materials: Cc1cccc2c1N(CCN(C(C)C)C(C)C)C(=O)C2=O, Cl, NNC(N)=O. The product is Cc1cccc2c1N(CCN(C(C)C)C(C)C)C(=O)C2=NNC(N)=O. As a reaction SMILES: [CH:1]([CH3:2])([CH3:3])[N:4]([CH2:5][CH2:6][N:7]1[C:8](=[O:9])[C:10](=[O:11])[c:12]2[cH:13][cH:14][cH:15][c:16]([CH3:18])[c:17]21)[CH:19]([CH3:20])[CH3:21].[ClH:22].[NH2:23][NH:24][C:25](=[O:26])[NH2:27]>>[CH:1]([CH3:2])([CH3:3])[N:4]([CH2:5][CH2:6][N:7]1[C:8](=[O:9])[C:10](=[N:23][NH:24][C:25](=[O:26])[NH2:27])[c:12]2[cH:13][cH:14][cH:15][c:16]([CH3:18])[c:17]21)[CH:19]([CH3:20])[CH3:21]. Reactants: C(C)OC(=O)CCCCC=1N(C2=CC=CC=C2C1)C=1C=NC=CC1 (2-[4-(ethoxycarbonyl)butyl]-N-(3-pyridyl)indole), [OH-].[Na+] (sodium hydroxide). Run in CO (methanol), O (water). The product is C(=O)(O)CCCCC=1N(C2=CC=CC=C2C1)C=1C=NC=CC1 (2-(4-carboxybutyl)-N-(3-pyridyl)indole). Reaction SMILES: C([O:3][C:4]([CH2:6][CH2:7][CH2:8][CH2:9][C:10]1[N:11]([C:19]2[CH:20]=[N:21][CH:22]=[CH:23][CH:24]=2)[C:12]2[C:17]([CH:18]=1)=[CH:16][CH:15]=[CH:14][CH:13]=2)=[O:5])C.[OH-].[Na+]>CO.O>[C:4]([CH2:6][CH2:7][CH2:8][CH2:9][C:10]1[N:11]([C:19]2[CH:20]=[N:21][CH:22]=[CH:23][CH:24]=2)[C:12]2[C:17]([CH:18]=1)=[CH:16][CH:15]=[CH:14][CH:13]=2)([OH:5])=[O:3] |f:1.2|. Procedure details: A solution of 1.0 g of 2-[4-(ethoxycarbonyl)butyl]-N-(3-pyridyl)indole and 0.25 g of sodium hydroxide in 5 ml of methanol and 5 ml of water is stirred for 17 hours at room temperature. The solvent is evaporated and the residue is redissolved in 10 ml of water and neutralized with 0.515 ml of concentrated hydrochloric acid. The resulting product is recrystallized from methanol to yield 2-(4-carboxybutyl)-N-(3-pyridyl)indole, m.p. 143°-144°.